From a dataset of the Open Reaction Database (ORD), a public repository of structured organic reaction records. describe an organic reaction: reactants, conditions, products, and yield Starting materials: COC(=O)c1ccc(C#N)c(Br)c1, O=C([O-])[O-], CS(C)=O, [K+], [K+], OO. Product: COC(=O)c1ccc(C(N)=O)c(Br)c1. As a reaction SMILES: [Br:1][c:2]1[cH:3][c:4]([C:5](=[O:6])[O:7][CH3:8])[cH:9][cH:10][c:11]1[C:12]#[N:13].[C:16]([O-:17])(=[O:18])[O-:19].[CH3:22][S:23]([CH3:24])=[O:25].[K+:20].[K+:21].[OH:14][OH:15]>>[Br:1][c:2]1[cH:3][c:4]([C:5](=[O:6])[O:7][CH3:8])[cH:9][cH:10][c:11]1[C:12]([NH2:13])=[O:17]. Reactants: C1=CC=CC=C1 (benzene), C(C)(=O)[O-].[NH4+] (ammonium acetate), C(C=C(C)CCC=C(C)CCC=C(C)C)CC(C)=O (farnesyl acetone), C(#N)CC(=O)OCC (ethyl cyanoacetate). The solvent is O (water), C(C)(=O)O (acetic acid). Reaction conditions: time 1 hour. Yields the product C(#N)C(C(=O)OCC)C(CC\C=C(\CC\C=C(\CCC=C(C)C)/C)/C)C (Ethyl (E, E)-2-cyano-3,7,11,15-tetramethyl-6,10,14-hexadecatrienoate). RXN SMILES: C1C=CC=CC=1.[CH2:7]([CH2:22][C:23](=O)[CH3:24])[CH:8]=[C:9]([CH2:11][CH2:12][CH:13]=[C:14]([CH2:16][CH2:17][CH:18]=[C:19]([CH3:21])[CH3:20])[CH3:15])[CH3:10].[C:26]([CH2:28][C:29]([O:31][CH2:32][CH3:33])=[O:30])#[N:27].C([O-])(=O)C.[NH4+]>O.C(O)(=O)C>[C:26]([CH:28]([CH:23]([CH3:24])[CH2:22][CH2:7]/[CH:8]=[C:9](\[CH3:10])/[CH2:11][CH2:12]/[CH:13]=[C:14](\[CH3:15])/[CH2:16][CH2:17][CH:18]=[C:19]([CH3:21])[CH3:20])[C:29]([O:31][CH2:32][CH3:33])=[O:30])#[N:27] |f:3.4|. Procedure: In 200 ml. of benzene was dissolved 50 g. of farnesyl acetone, and then 28 g. of ethyl cyanoacetate, 5 g. of ammonium acetate and 5 g. of acetic acid were added to the solution. The mixture was then refluxed for 8 hours with removal of the produced water. The reaction mixture then was washed with water and dried. To this mixture there was added dropwise a solution of 4.3 g. of sodium borohydride in 50 ml. of ethanol, under stirring and at 10°-20° C. The stirring was continued for 1 hour. Then, 5... Starting materials: C(C=CC1=CC=CC=C1)(=O)O (cinnamic acid), [Al] (aluminum), S(=O)(Cl)Cl (thionyl chloride). Run in C1=CC=CC=C1 (benzene). Reaction conditions: time 8 hour. Product: C(C=CC1=CC=CC=C1)(=O)Cl (cinnamoyl chloride). The yield is 90.0%. Reaction SMILES: [C:1]([OH:11])(=O)[CH:2]=[CH:3][C:4]1[CH:9]=[CH:8][CH:7]=[CH:6][CH:5]=1.[Al].S(Cl)([Cl:15])=O>C1C=CC=CC=1>[C:1]([Cl:15])(=[O:11])[CH:2]=[CH:3][C:4]1[CH:9]=[CH:8][CH:7]=[CH:6][CH:5]=1. Procedure: 1 mmol of the cinnamic acid (4) was solved in anhydrous benzene and stirred in an aluminum foil covered flask. 3 mmol thionyl chloride was added and refluxed under stirring overnight. The solvent was removed under vacuum and the product (5) recrystallized from hexane. The derivatives of cinnamoyl chloride were obtained in a 90% yield. The reactants are Br, C=CC(=O)OCC, Cc1oc(-c2ccccc2)nc1CCOc1ccc(N)cc1, CC(C)=O, CO, O=N[O-], [Na+], O. Product: CCOC(=O)C(Br)Cc1ccc(OCCc2nc(-c3ccccc3)oc2C)cc1. RXN SMILES: [BrH:23].[C:28]([CH:29]=[CH2:30])(=[O:31])[O:32][CH2:33][CH3:34].[CH3:1][c:2]1[c:3]([CH2:13][CH2:14][O:15][c:16]2[cH:17][cH:18][c:19]([NH2:20])[cH:21][cH:22]2)[n:4][c:5](-[c:7]2[cH:8][cH:9][cH:10][cH:11][cH:12]2)[o:6]1.[CH3:35][C:36](=[O:37])[CH3:38].[CH3:39][OH:40].[N:24]([O-:25])=[O:26].[Na+:27].[OH2:41]>>[CH3:1][c:2]1[c:3]([CH2:13][CH2:14][O:15][c:16]2[cH:17][cH:18][c:19]([CH2:30][CH:29]([Br:23])[C:28](=[O:31])[O:32][CH2:33][CH3:34])[cH:21][cH:22]2)[n:4][c:5](-[c:7]2[cH:8][cH:9][cH:10][cH:11][cH:12]2)[o:6]1. Reactants: CC1S[C@H]2N(C(=C1)C(=O)OCC(Cl)(Cl)Cl)C(C2NC(CN(C(=O)OC(C)C2CC2)C2=CC=CC=C2)=O)=O (2,2,2-trichloroethyl 2-methyl-7-[N-(1-cyclopropylethyoxy)carbonylphenylglycyl]amino-3-cephem-4-carboxylate). The reagents and catalysts are [Zn] (Zinc), [Zn] (zinc). Run in C(C)(=O)O (acetic acid). Conditions: time 1.5 hour. Product: CC1S[C@H]2N(C(=C1)C(=O)O)C(C2NC(CN(C(=O)OC(C)C2CC2)C2=CC=CC=C2)=O)=O (2-methyl-7-[N-(1-cyclopropylethoxy)carbonylphenylglycyl]amino-3-cephem-4 -carboxylic acid). Isolated yield 87.6%. As a reaction SMILES: [CH3:1][CH:2]1[CH:7]=[C:6]([C:8]([O:10]CC(Cl)(Cl)Cl)=[O:9])[N:5]2[C:16](=[O:37])[CH:17]([NH:18][C:19](=[O:36])[CH2:20][N:21]([C:30]3[CH:35]=[CH:34][CH:33]=[CH:32][CH:31]=3)[C:22]([O:24][CH:25]([CH:27]3[CH2:29][CH2:28]3)[CH3:26])=[O:23])[C@H:4]2[S:3]1>[Zn].C(O)(=O)C>[CH3:1][CH:2]1[CH:7]=[C:6]([C:8]([OH:10])=[O:9])[N:5]2[C:16](=[O:37])[CH:17]([NH:18][C:19](=[O:36])[CH2:20][N:21]([C:30]3[CH:31]=[CH:32][CH:33]=[CH:34][CH:35]=3)[C:22]([O:24][CH:25]([CH:27]3[CH2:28][CH2:29]3)[CH3:26])=[O:23])[C@H:4]2[S:3]1. Reported procedure: Zinc powder (3.0 g) was added under stirring at 5° C. to a solution of 2,2,2-trichloroethyl 2-methyl-7-[N-(1-cyclopropylethyoxy)carbonylphenylglycyl]amino-3-cephem-4-carboxylate (2.95 g) in a mixture of anhydrous dimethylformamido(12.5 ml) and acetic acid (3.75 ml), and the mixture was stirred for 1.5 hours. After the reaction, zinc powder was filtered off and washed with dimethylformamide (2 ml). The filtrate and the washings were combined, and the combined solution was extracted by pouring int...